Dataset: the Open Reaction Database (ORD), a public repository of structured organic reaction records. Task: describe an organic reaction: reactants, conditions, products, and yield Starting materials: C(C1=CC=CC=C1)OC1=CC(=C(C=C1)CC(=O)N(C)C)C (2-[4-(benzyloxy)-2-methylphenyl]-N,N-dimethylacetamide). Reagents/catalysts: [OH-].[OH-].[Pd+2] (palladium hydroxide on carbon). Solvent: C(C)O (ethanol). Conditions: time 8 hour. Yields the product OC1=CC(=C(C=C1)CC(=O)N(C)C)C (2-(4-hydroxy-2-methylphenyl)-N,N-dimethylacetamide). Reaction SMILES: C([O:8][C:9]1[CH:14]=[CH:13][C:12]([CH2:15][C:16]([N:18]([CH3:20])[CH3:19])=[O:17])=[C:11]([CH3:21])[CH:10]=1)C1C=CC=CC=1>C(O)C.[OH-].[OH-].[Pd+2]>[OH:8][C:9]1[CH:14]=[CH:13][C:12]([CH2:15][C:16]([N:18]([CH3:19])[CH3:20])=[O:17])=[C:11]([CH3:21])[CH:10]=1 |f:2.3.4|. Reported procedure: 2-[4-(benzyloxy)-2-methylphenyl]-N,N-dimethylacetamide (680 mg, 2.40 mmol) was dissolved in ethanol (4 ml) and palladium hydroxide on carbon (20%) (169 mg, 0.240 mmol) added. The mixture was stirred under an atmosphere of hydrogen gas at RT overnight. The mixture was filtered and the filtrate concentrated under reduced pressure to afford the title compound. LC/MS (m/z): 194 (M+H)+. Starting materials: C(C)(=O)O[C@H]1[C@H](OC=2C=NC=C(C2)Br)SC[C@H]([C@@H]1OC(C)=O)OC(C)=O (5-bromo-3-pyridinyl 2,3,4-tri-O-acetyl-5-thio-β-D-xylopyranoside), IX, ClC1=CC=C(C=N1)B(O)O (6-chloro-3-pyridineboronic acid). The product is C(C)(=O)O[C@H]1[C@H](OC=2C=NC=C(C2)C=2C=NC(=CC2)Cl)SC[C@H]([C@@H]1OC(C)=O)OC(C)=O (5-(6-Chloro-3-pyridinyl)-3-pyridinyl 2,3,4-tri-O-acetyl-5-thio-β-D-xylo-pyranoside), solid. Yield: 33.0%. RXN SMILES: [C:1]([O:4][C@@H:5]1[C@@H:18]([O:19][C:20](=[O:22])[CH3:21])[C@H:17]([O:23][C:24](=[O:26])[CH3:25])[CH2:16][S:15][C@H:6]1[O:7][C:8]1[CH:9]=[N:10][CH:11]=[C:12](Br)[CH:13]=1)(=[O:3])[CH3:2].[Cl:27][C:28]1[N:33]=[CH:32][C:31](B(O)O)=[CH:30][CH:29]=1>>[C:1]([O:4][C@@H:5]1[C@@H:18]([O:19][C:20](=[O:22])[CH3:21])[C@H:17]([O:23][C:24](=[O:26])[CH3:25])[CH2:16][S:15][C@H:6]1[O:7][C:8]1[CH:9]=[N:10][CH:11]=[C:12]([C:31]2[CH:32]=[N:33][C:28]([Cl:27])=[CH:29][CH:30]=2)[CH:13]=1)(=[O:3])[CH3:2]. Reported procedure: By carrying out the operation analogously to example 1, starting from 5-bromo-3-pyridinyl 2,3,4-tri-O-acetyl-5-thio-β-D-xylopyranoside, obtained according to preparation IX, and 6-chloro-3-pyridineboronic acid, the desired product is obtained in the form of a white solid (yield=33%). Starting materials: C(C)[C@@H]1N[C@@H](CC=2C3=CC=CC=C3NC12)C(=O)O ((1RS,3RS)-cis-1-Ethyl-1,2,3,4-tetrahydro-β-carboline-3-carboxylic acid), C(C)[C@@H]1N[C@H](CC=2C3=CC=CC=C3NC12)C(=O)OC (methyl (1RS,3SR)-trans-1-ethyl-1,2,3,4-tetrahydro-β-carboline-3-carboxylate), [OH-].[Na+] (NaOH). Run in CO (methanol). Product: C(C)[C@@H]1N[C@H](CC=2C3=CC=CC=C3NC12)C(=O)O ((1RS,3SR)-trans-1-Ethyl-1,2,3,4-tetrahydro-β-carboline-3-carboxylic acid). As a reaction SMILES: [CH2:1]([C@H:3]1[C:15]2[NH:14][C:13]3[C:8](=[CH:9][CH:10]=[CH:11][CH:12]=3)[C:7]=2[CH2:6][C@@H:5]([C:16]([OH:18])=[O:17])[NH:4]1)[CH3:2].C([C@H]1C2NC3C(=CC=CC=3)C=2C[C@H](C(OC)=O)N1)C.[OH-].[Na+]>CO>[CH2:1]([C@H:3]1[C:15]2[NH:14][C:13]3[C:8](=[CH:9][CH:10]=[CH:11][CH:12]=3)[C:7]=2[CH2:6][C@H:5]([C:16]([OH:18])=[O:17])[NH:4]1)[CH3:2] |f:2.3|. Procedure: In the same manner as described above (1) using methyl (1RS,3SR)-trans-1-ethyl-1,2,3,4-tetrahydro-β-carboline-3-carboxylate (2.58 g), 1N NaOH (15 ml) and methanol (30 ml), there is obtained the title compound (1.50 g, 61.4%) as colorless needles, m.p. 242°-243° C. (recrystallized from aqueous methanol). The reactants are CC(C)(C)[Si](C)(C)Oc1ccc(C2CCC(O)CC2)c(O[Si](C)(C)C(C)(C)C)c1, CCN(C(C)C)C(C)C, CC(Cl)Cl, O=C=NC1CCCCC1. Yields the product CC(C)(C)[Si](C)(C)Oc1ccc(C2CCC(OC(=O)NC3CCCCC3)CC2)c(O[Si](C)(C)C(C)(C)C)c1. RXN SMILES: [C:19]([CH3:20])([CH3:21])([CH3:22])[Si:23]([O:24][c:25]1[c:26]([CH:39]2[CH2:40][CH2:41][CH:42]([OH:45])[CH2:43][CH2:44]2)[cH:27][cH:28][c:29]([O:31][Si:32]([CH3:33])([CH3:34])[C:35]([CH3:36])([CH3:37])[CH3:38])[cH:30]1)([CH3:46])[CH3:47].[CH:1]([N:2]([CH2:3][CH3:4])[CH:5]([CH3:6])[CH3:7])([CH3:8])[CH3:9].[Cl:48][CH:49]([Cl:50])[CH3:51].[O:10]=[C:11]=[N:12][CH:13]1[CH2:14][CH2:15][CH2:16][CH2:17][CH2:18]1>>[O:10]=[C:11]([NH:12][CH:13]1[CH2:14][CH2:15][CH2:16][CH2:17][CH2:18]1)[O:45][CH:42]1[CH2:41][CH2:40][CH:39]([c:26]2[c:25]([O:24][Si:23]([C:19]([CH3:20])([CH3:21])[CH3:22])([CH3:46])[CH3:47])[cH:30][c:29]([O:31][Si:32]([CH3:33])([CH3:34])[C:35]([CH3:36])([CH3:37])[CH3:38])[cH:28][cH:27]2)[CH2:44][CH2:43]1.